This data is from the Open Reaction Database (ORD), a public repository of structured organic reaction records. The task is: describe an organic reaction: reactants, conditions, products, and yield Starting materials: ClC(=O)OCC (ethyl chloroformate), C1(=CC=CC=C1)C (Toluene), C(#N)C=1C=CC2=C(CCC=3C(=NC=CC3)C2=C2CCN(CC2)C)C1 (8-cyano-11-(1-methyl-4-piperidylidene)-6,11-dihydro-5H-benzo[5,6]cyclohepta[1,2-b]pyridine). The solvent is C(C)N(CC)CC (triethylamine). Yields the product C(#N)C=1C=CC2=C(CCC=3C(=NC=CC3)C2=C2CCN(CC2)C(=O)OCC)C1 (8-cyano-11-(1-ethoxycarbonyl-4-piperidylidene)-6,11-dihydro-5H-benzo[5,6]cyclohepta[1,2-b]pyridine). Isolated yield 75.2%. Reaction SMILES: C1(C)C=CC=CC=1.[C:8]([C:10]1[CH:11]=[CH:12][C:13]2[C:23](=[C:24]3[CH2:29][CH2:28][N:27](C)[CH2:26][CH2:25]3)[C:18]3=[N:19][CH:20]=[CH:21][CH:22]=[C:17]3[CH2:16][CH2:15][C:14]=2[CH:31]=1)#[N:9].Cl[C:33]([O:35][CH2:36][CH3:37])=[O:34]>C(N(CC)CC)C>[C:8]([C:10]1[CH:11]=[CH:12][C:13]2[C:23](=[C:24]3[CH2:29][CH2:28][N:27]([C:33]([O:35][CH2:36][CH3:37])=[O:34])[CH2:26][CH2:25]3)[C:18]3=[N:19][CH:20]=[CH:21][CH:22]=[C:17]3[CH2:16][CH2:15][C:14]=2[CH:31]=1)#[N:9]. Procedure details: Toluene (40 ml) was added to 1 g of 8-cyano-11-(1-methyl-4-piperidylidene)-6,11-dihydro-5H-benzo[5,6]cyclohepta[1,2-b]pyridine to dissolve the latter, followed by the addition of 0.52 g of triethylamine and 1.92 g of ethyl chloroformate. The resulting mixture was refluxed for 2.5 hours. The mixture was cooled and washed with water. The organic layer was dried over anhydrous Na2SO4 and then filtered. The filtrate was concentrated under reduced pressure. The residue was purified by chromatography ... Reactants: NC1=NC(=C(C(=N1)C=1OC=CC1)C#N)SC (2-amino-4-(2-furyl)-6-(methylthio)-5-pyrimidinecarbonitrile), CC[O-].[Na+] (sodium ethylate). Run in C(C)O (ethanol). Yields the product NC1=NC(=C(C(=N1)OCC)C#N)C=1OC=CC1 (2-Amino-4-ethoxy-6-furan-2-yl-pyrimidine-5-carbonitrile). Reaction SMILES: [NH2:1][C:2]1[N:7]=[C:6]([C:8]2[O:9][CH:10]=[CH:11][CH:12]=2)[C:5]([C:13]#[N:14])=[C:4](SC)[N:3]=1.[CH3:17][CH2:18][O-:19].[Na+]>C(O)C>[NH2:1][C:2]1[N:3]=[C:4]([O:19][CH2:18][CH3:17])[C:5]([C:13]#[N:14])=[C:6]([C:8]2[O:9][CH:10]=[CH:11][CH:12]=2)[N:7]=1 |f:1.2|. Procedure details: From 2-amino-4-(2-furyl)-6-(methylthio)-5-pyrimidinecarbonitrile and sodium ethylate in ethanol. Anal. found C 57.39%, H 4.38%, N 24.34%. C 11H10N4O2 requires C 57.43%, H 4.47%, N 24.42%. Reactants: BrCC(=O)C1=CC(=C(C(=C1)[N+](=O)[O-])O)O (2-bromo-3',4'-dihydroxy-5'-nitroacetophenone), C(CC1=CC=CC=C1)NC(=S)N (1-(phenethyl)-2-thiourea). The solvent is C(CCC)O (n-butanol). Product: Br.[N+](=O)([O-])C1=C(C(O)=CC(=C1)C=1N=C(SC1)NCCC1=CC=CC=C1)O (3-nitro-5-[2-(phenethylamino)-4-thiazolyl]pyrocatechol hydrobromide). Reaction SMILES: [Br:1][CH2:2][C:3]([C:5]1[CH:10]=[C:9]([N+:11]([O-:13])=[O:12])[C:8]([OH:14])=[C:7]([OH:15])[CH:6]=1)=O.[CH2:16]([NH:24][C:25]([NH2:27])=[S:26])[CH2:17][C:18]1[CH:23]=[CH:22][CH:21]=[CH:20][CH:19]=1>C(O)CCC>[BrH:1].[N+:11]([C:9]1[CH:10]=[C:5]([C:3]2[N:27]=[C:25]([NH:24][CH2:16][CH2:17][C:18]3[CH:23]=[CH:22][CH:21]=[CH:20][CH:19]=3)[S:26][CH:2]=2)[CH:6]=[C:7]([OH:15])[C:8]=1[OH:14])([O-:13])=[O:12] |f:3.4|. Reported procedure: A suspension of 13.8 g of 2-bromo-3',4'-dihydroxy-5'-nitroacetophenone is treated with 9.0 g of 1-(phenethyl)-2-thiourea in 150 ml of n-butanol and the mixture is heated to boiling under reflux for 3 hours. After cooling to room temperature, the crystals are filtered under suction and crystallized from n-butanol. There is obtained 3-nitro-5-[2-(phenethylamino)-4-thiazolyl]pyrocatechol hydrobromide of m.p. 249°-251°. Starting materials: COC=1C=C(C=CC1)CC#N (3-methoxyphenylacetonitrile), polyphosphoric acid, [OH-].[NH4+] (ammonium hydroxide), ClC1=CC=C(C=O)C=C1 (4-Chlorobenzaldehyde). The solvent is [OH-].[Na+] (sodium hydroxide). Reaction conditions: time 45 minute. The product is ClC1=CC=C(C=C1)C1NC(CC2=CC=CC(=C12)OC)=O (1-(4-chlorophenyl)-8-methoxy-1,4-dihydroisoquinol-3-one). As a reaction SMILES: [CH3:1][O:2][C:3]1[CH:4]=[C:5]([CH2:9][C:10]#[N:11])[CH:6]=[CH:7][CH:8]=1.[Cl:12][C:13]1[CH:20]=[CH:19][C:16]([CH:17]=O)=[CH:15][CH:14]=1.[OH-:21].[NH4+]>[OH-].[Na+]>[Cl:12][C:13]1[CH:20]=[CH:19][C:16]([CH:17]2[C:4]3[C:5](=[CH:6][CH:7]=[CH:8][C:3]=3[O:2][CH3:1])[CH2:9][C:10](=[O:21])[NH:11]2)=[CH:15][CH:14]=1 |f:2.3,4.5|. Reported procedure: A mixture of 3-methoxyphenylacetonitrile (25 g) and polyphosphoric acid (110 g) was heated and stirred at 90°-110° C. for 45 mins. 4-Chlorobenzaldehyde (12 g) was added in portions over 25 mins., with vigorous stirring. The mixture was heated at 120°-130° C. for 3 h, cooled and poured into a mixture of 0.88 ammonium hydroxide (2.5 liters) and 10% sodium hydroxide (200 ml), and left overnight. The precipitate was filtered off, washed with water, dissolved in chloroform (150 ml) and chromatographe... Reactants: N#CCc1ccccc1, CC(C)(C)[O-], Clc1ccc2ccccc2n1, [K+], CN(C)C=O. Product: N#CC(c1ccccc1)c1ccc2ccccc2n1. As a reaction SMILES: [CH2:12]([c:13]1[cH:14][cH:15][cH:16][cH:17][cH:18]1)[C:19]#[N:20].[CH3:21][C:22]([CH3:23])([O-:24])[CH3:25].[Cl:1][c:2]1[n:3][c:4]2[cH:5][cH:6][cH:7][cH:8][c:9]2[cH:10][cH:11]1.[K+:26].[O:27]=[CH:28][N:29]([CH3:30])[CH3:31]>>[c:2]1([CH:12]([c:13]2[cH:14][cH:15][cH:16][cH:17][cH:18]2)[C:19]#[N:20])[n:3][c:4]2[cH:5][cH:6][cH:7][cH:8][c:9]2[cH:10][cH:11]1. The reactants are NCC(=O)N[C@@H](CC1=CC=CC=C1)C(=O)N[C@@H](CC(C)C)C(=O)NCC(=O)O (Gly-Phe-Leu-Gly-OH), C1=CC(=CC=C1[N+](=O)[O-])O (p-nitrophenol), C1(CCCCC1)N=C=NC1CCCCC1 (dicyclohexylcarbodiimide). Run in C1CCOC1 (THF). Conditions: time 3 hour. Yields the product NCC(=O)N[C@@H](CC1=CC=CC=C1)C(=O)N[C@@H](CC(C)C)C(=O)NCC(=O)OC1=CC=C([N+](=O)[O-])C=C1 (Gly-Phe-Leu-Gly-ONp). The yield is 76.0%. RXN SMILES: [NH2:1][CH2:2][C:3]([NH:5][C@H:6]([C:14]([NH:16][C@H:17]([C:22]([NH:24][CH2:25][C:26]([OH:28])=[O:27])=[O:23])[CH2:18][CH:19]([CH3:21])[CH3:20])=[O:15])[CH2:7][C:8]1[CH:13]=[CH:12][CH:11]=[CH:10][CH:9]=1)=[O:4].[CH:29]1[C:34]([N+:35]([O-:37])=[O:36])=[CH:33][CH:32]=[C:31](O)[CH:30]=1.C1(N=C=NC2CCCCC2)CCCCC1>C1COCC1>[NH2:1][CH2:2][C:3]([NH:5][C@H:6]([C:14]([NH:16][C@H:17]([C:22]([NH:24][CH2:25][C:26]([O:28][C:31]1[CH:30]=[CH:29][C:34]([N+:35]([O-:37])=[O:36])=[CH:33][CH:32]=1)=[O:27])=[O:23])[CH2:18][CH:19]([CH3:21])[CH3:20])=[O:15])[CH2:7][C:8]1[CH:13]=[CH:12][CH:11]=[CH:10][CH:9]=1)=[O:4]. Procedure details: 4.6 g (1.0×10-2 mol) of MA-Gly-Phe-Leu-Gly-OH was esterified with p-nitrophenol (1.1×10-2 mol) in 55 ml of THF by means of dicyclohexylcarbodiimide (DCC) (1.1×10-2 mol). After 3 hours at 15° C. and 12 hours at 25° C., the dicyclohexylurea was filtered off and the remaining solution was evaporated under reduced pressure. The residue was solidified by adding dry ethyl ether and after recrystalisation from acetone:ether (3:1) gave MA-Gly-Phe-Leu-Gly-ONp in 76% yield which was analytically pure; m.p...